Dataset: the Open Reaction Database (ORD), a public repository of structured organic reaction records. Task: describe an organic reaction: reactants, conditions, products, and yield The reactants are C1(CCCC1)OC([C@@H](NC(=O)OC(C)(C)C)CCSC)=O (N-tert-butoxycarbonyl L-methionine cyclopentyl ester), C(=O)(C(F)(F)F)O (TFA), C(C)[SiH](CC)CC (triethylsilane). Run in ClCCl (dichloromethane). Run at time 2 hour. Product: C1(CCCC1)OC([C@@H](N)CCSC)=O (L-methionine cyclopentyl ester). RXN SMILES: [CH:1]1([O:6][C:7](=[O:21])[C@H:8]([CH2:17][CH2:18][S:19][CH3:20])[NH:9]C(OC(C)(C)C)=O)[CH2:5][CH2:4][CH2:3][CH2:2]1.C(O)(C(F)(F)F)=O.C([SiH](CC)CC)C>ClCCl>[CH:1]1([O:6][C:7](=[O:21])[C@H:8]([CH2:17][CH2:18][S:19][CH3:20])[NH2:9])[CH2:2][CH2:3][CH2:4][CH2:5]1. Procedure details: A mixture of N-tert-butoxycarbonyl L-methionine cyclopentyl ester (53 g.), TFA (200 ml.), triethylsilane (39 g.) and dichloromethane (2 L.) was stirred at ambient temperature for 2 hours, evaporated to dryness and then converted to the hydrochloride salt to give L-methionine cyclopentyl ester as a white crystalline solid (40.5 g.). Reactants: C(C)#N (acetonitrile), C=CCC (1-butene), ClCl (chlorine), C(=O)([O-])[O-].[Ca+2] (CaCO3), O (water), ClCl (chlorine). The product is ClCC(CC)NC(C)=O (N-[1-(chloromethyl)propyl]acetamide). Isolated yield 40.2%. As a reaction SMILES: [C:1](#[N:3])[CH3:2].C([O-])([O-])=O.[Ca+2].[OH2:9].[CH2:10]=[CH:11][CH2:12][CH3:13].[Cl:14]Cl>>[Cl:14][CH2:10][CH:11]([NH:3][C:1](=[O:9])[CH3:2])[CH2:12][CH3:13] |f:1.2|. Procedure details: Into a 250 ml. 3-necked flask fitted with a stirrer, dry ice-acetone trap, a gas outlet, and a gas inlet is charged 41.05 g. (1.0 mole) acetonitrile, 25 g. (0.25 mole) CaCO3, 13.5 ml. (0.75 mole) water and 26.8 g. (0.475 mole) 1-butene. The mixture is cooled to -5° to -8° C. and chlorine added over 2 hours maintaining the temperature at below 7° C. until the reaction mixture turns yellow indicating a slight excess of chlorine. The mixture is filtered and the solvents distilled under reduced pres...